Dataset: the Open Reaction Database (ORD), a public repository of structured organic reaction records. Task: describe an organic reaction: reactants, conditions, products, and yield Starting materials: BrBr (bromine), ClC1=C(C(=O)OC(C)C)C=C(C(=C1)F)N1C(NC(=CC1=O)C)=O (isopropyl 2-chloro-4-fluoro-5-[3,6-dihydro-4-methyl-2,6-dioxo-1(2H)-pyrimidinyl]-benzoate). Run in C(C)(=O)O (acetic acid), C(C)(=O)O (acetic acid). Yields the product ClC1=C(C(=O)OC(C)C)C=C(C(=C1)F)N1C(NC(=C(C1=O)Br)C)=O (isopropyl 2-chloro-4-fluoro-5-[5-bromo-3,6-dihydro-4-methyl-2,6-dioxo-1(2H)-pyrimidinyl]-benzoate). As a reaction SMILES: [Br:1]Br.[Cl:3][C:4]1[CH:15]=[C:14]([F:16])[C:13]([N:17]2[C:22](=[O:23])[CH:21]=[C:20]([CH3:24])[NH:19][C:18]2=[O:25])=[CH:12][C:5]=1[C:6]([O:8][CH:9]([CH3:11])[CH3:10])=[O:7]>C(O)(=O)C>[Cl:3][C:4]1[CH:15]=[C:14]([F:16])[C:13]([N:17]2[C:22](=[O:23])[C:21]([Br:1])=[C:20]([CH3:24])[NH:19][C:18]2=[O:25])=[CH:12][C:5]=1[C:6]([O:8][CH:9]([CH3:11])[CH3:10])=[O:7]. Reported procedure: A solution of 1.7 g of bromine in 20 ml of acetic acid is added dropwise with stirring to a solution of 3.4 g of isopropyl 2-chloro-4-fluoro-5-[3,6-dihydro-4-methyl-2,6-dioxo-1(2H)-pyrimidinyl]-benzoate in 20 ml of acetic acid at 25° C. during 25 minutes. The reaction mixture is stirred for a further hour and evaporated to dryness under reduced pressure. The residue is dissolved in diethyl ether and washed with aqueous sodium bicarbonate solution, thereafter with water. The organic phase is drie... Reactants: NC1=NC=CC=C1OC(C)C1=CC=CC=C1 (2-amino-3-(1-phenylethoxy)pyridine), Cl.C1(=CC=CC=C1)CC(OCC)=N (ethyl phenylacetimidate hydrochloride). Solvent: C(C)O (ethanol). The product is Cl.C1(=CC=CC=C1)C(C)OC=1C(=NC=CC1)NC(CC1=CC=CC=C1)=N (N-(3-(1-Phenylethoxy)-2-pyridyl)phenylacetamidine hydrochloride). Isolated yield 14.3%. Reaction SMILES: [NH2:1][C:2]1[C:7]([O:8][CH:9]([C:11]2[CH:16]=[CH:15][CH:14]=[CH:13][CH:12]=2)[CH3:10])=[CH:6][CH:5]=[CH:4][N:3]=1.[ClH:17].[C:18]1([CH2:24][C:25](=[NH:29])OCC)[CH:23]=[CH:22][CH:21]=[CH:20][CH:19]=1>C(O)C>[ClH:17].[C:11]1([CH:9]([O:8][C:7]2[C:2]([NH:1][C:25](=[NH:29])[CH2:24][C:18]3[CH:23]=[CH:22][CH:21]=[CH:20][CH:19]=3)=[N:3][CH:4]=[CH:5][CH:6]=2)[CH3:10])[CH:12]=[CH:13][CH:14]=[CH:15][CH:16]=1 |f:1.2,4.5|. Reported procedure: A mixture of 2-amino-3-(1-phenylethoxy)pyridine (4.28 g, 20 mmol) and ethyl phenylacetimidate hydrochloride (4.39 g, 22 mmol) in ethanol (80 ml) was heated under reflux for 2 hours. Evaporation of the solvent gave a residue which was purified by chromatography (silica, chloroform/methanol) to obtain the product (1.05 g), m.p. 75°-80° C. Yields the product FC1=CC=C(CN2C(N(C[C@H]2C)C=2SC(=C(N2)C)C(=O)N)=O)C=C1 ((R)-2-(3-(4-fluorobenzyl)-4-methyl-2-oxoimidazolidin-1-yl)-4-methylthiazole-5-carboxamide). Reactants: FC1=CC=C(CN2N=CN(C2=O)C=2SC(=C(N2)C)C(=O)O)C=C1 (2-(1-(4-fluorobenzyl)-5-oxo-1H-1,2,4-triazol-4(5H)-yl)-4-methyl-thiazole-5-carboxylic acid), FC1=CC=C(CN2C(N(C[C@H]2C)C=2SC(=C(N2)C)C(=O)O)=O)C=C1 ((R)-2-(3-(4-fluorobenzyl)-4-methyl-2-oxoimidazolidin-1-yl)-4-methylthiazole-5-carboxylic acid). Procedure details: Following the procedure as described in Example 1, making variations as required to replace 2-(1-(4-fluorobenzyl)-5-oxo-1H-1,2,4-triazol-4(5H)-yl)-4-methyl-thiazole-5-carboxylic acid with (R)-2-(3-(4-fluorobenzyl)-4-methyl-2-oxoimidazolidin-1-yl)-4-methylthiazole-5-carboxylic acid, the title compound was obtained as a colorless solid: mp 185-186° C.; 1H NMR (300 MHz, DMSO-d6) δ 7.40-7.32 (m, 4H), 7.21-7.15 (m, 2H), 4.59 (d, J=15.6 Hz, 1H), 4.30 (d, J=15.6 Hz, 1H), 4.18 (dd, J=10.0, 9.1 Hz 1H), 3... Reaction SMILES: FC1C=CC(C[N:7]2C(=O)N(C3SC(C(O)=O)=C(C)N=3)C=N2)=CC=1.[F:24][C:25]1[CH:47]=[CH:46][C:28]([CH2:29][N:30]2[C@H:34]([CH3:35])[CH2:33][N:32]([C:36]3[S:37][C:38]([C:42]([OH:44])=O)=[C:39]([CH3:41])[N:40]=3)[C:31]2=[O:45])=[CH:27][CH:26]=1>>[F:24][C:25]1[CH:47]=[CH:46][C:28]([CH2:29][N:30]2[C@H:34]([CH3:35])[CH2:33][N:32]([C:36]3[S:37][C:38]([C:42]([NH2:7])=[O:44])=[C:39]([CH3:41])[N:40]=3)[C:31]2=[O:45])=[CH:27][CH:26]=1. Starting materials: CC(C)(C)OC(=O)N1CCCC1CBr, CCCC[N+](CCCC)(CCCC)CCCC, CN(C)C=O, Cl, NC(=O)c1cc2c(nc1N)[nH]c1ccccc12, [Na+], [OH-], O, O=S(=O)([O-])O. Yields the product CC(C)(C)OC(=O)N1CCCC1Cn1c2ccccc2c2cc(C(N)=O)c(N)nc21. As a reaction SMILES: [Br:20][CH2:21][CH:22]1[N:23]([C:27](=[O:28])[O:29][C:30]([CH3:31])([CH3:32])[CH3:33])[CH2:24][CH2:25][CH2:26]1.[CH2:45]([N+:46]([CH2:47][CH2:48][CH2:49][CH3:50])([CH2:51][CH2:52][CH2:53][CH3:54])[CH2:55][CH2:56][CH2:57][CH3:58])[CH2:59][CH2:60][CH3:61].[CH3:35][N:36]([CH3:37])[CH:38]=[O:39].[ClH:34].[NH2:1][c:2]1[c:3]([C:15](=[O:16])[NH2:17])[cH:4][c:5]2[c:6]([nH:7][c:8]3[cH:9][cH:10][cH:11][cH:12][c:13]23)[n:14]1.[Na+:19].[OH-:18].[OH2:62].[S:40]([O-:41])([OH:42])(=[O:43])=[O:44]>>[NH2:1][c:2]1[c:3]([C:15](=[O:16])[NH2:17])[cH:4][c:5]2[c:6]([n:7]([CH2:21][CH:22]3[N:23]([C:27](=[O:28])[O:29][C:30]([CH3:31])([CH3:32])[CH3:33])[CH2:24][CH2:25][CH2:26]3)[c:8]3[cH:9][cH:10][cH:11][cH:12][c:13]23)[n:14]1. The reactants are O (water), C(C)(=O)O[C@@H]1CC2=CC([C@H]3[C@@H]4CC[C@@H]([C@@]4(C)CC[C@@H]3[C@]2(CC1)C)OC(C)=O)=NO (7-oximino-5-androstene-3β,17β-diol diacetate), C([O-])([O-])=O.[K+].[K+] (potassium carbonate), BrCCCCl (1-Bromo-3-chloropropane). Run in CC(=O)CC (ethyl methyl ketone). Conditions: time 8 hour. Yields the product C(C)(=O)O[C@@H]1CC2=CC([C@H]3[C@@H]4CC[C@@H]([C@@]4(C)CC[C@@H]3[C@]2(CC1)C)OC(C)=O)=NOCCCCl (7-[O-(3-chloropropyl)oximino]-5-androstene-3β,17β-diol diacetate). Yield: 58.8%. As a reaction SMILES: [C:1]([O:4][C@H:5]1[CH2:22][CH2:21][C@@:20]2([CH3:23])[C:7](=[CH:8][C:9](=[N:28][OH:29])[C@@H:10]3[C@@H:19]2[CH2:18][CH2:17][C@@:15]2([CH3:16])[C@H:11]3[CH2:12][CH2:13][C@@H:14]2[O:24][C:25](=[O:27])[CH3:26])[CH2:6]1)(=[O:3])[CH3:2].C(=O)([O-])[O-].[K+].[K+].Br[CH2:37][CH2:38][CH2:39][Cl:40].O>CC(CC)=O>[C:1]([O:4][C@H:5]1[CH2:22][CH2:21][C@@:20]2([CH3:23])[C:7](=[CH:8][C:9](=[N:28][O:29][CH2:37][CH2:38][CH2:39][Cl:40])[C@@H:10]3[C@@H:19]2[CH2:18][CH2:17][C@@:15]2([CH3:16])[C@H:11]3[CH2:12][CH2:13][C@@H:14]2[O:24][C:25](=[O:27])[CH3:26])[CH2:6]1)(=[O:3])[CH3:2] |f:1.2.3|. Procedure: A mixture of 7-oximino-5-androstene-3β,17β-diol diacetate (1 g, 2.48 mmol) and anhydrous potassium carbonate (2 g) was stirred and refluxed in ethyl methyl ketone (100 Ml) at 110° C. for 3 h. 1-Bromo-3-chloropropane (0.25 Ml, 2.48 mmol) was added to the reaction mixture and further refluxed for 20 h with continuous stirring. The completion of the reaction was monitored by TLC. The slurry was cooled, filtered and excess of solvent was removed under reduced pressure to obtain an oily residue. Iced... Reactants: Cl.ClCCC=1N=CNC1C (4-(2-chloroethyl)-5-methyl-1H-imidazole hydrochloride), CC1=C2N(C3=CC=CC=C13)C(NCC2)=O (3,4-dihydro-5-methylpyrimido[1,6-a]-indol-1(2H)-one), [H-].[Na+] (sodium hydride), oil. The solvent is CN(C=O)C (N,N-dimethylformamide), CN(C=O)C (N,N-dimethylformamide), O (water). Reaction conditions: temperature 5 celsius, time 30 minute. Yields the product CC1=C2N(C3=CC=CC=C13)C(N(CC2)C(C)C=2N=CNC2C)=O (3,4-dihydro-5-methyl-2-[1-(5-methyl-1H-imidazol-4-yl)ethyl]pyrimido[1,6-a]indol-1(2H)-one). RXN SMILES: [CH3:1][C:2]1[C:10]2[C:5](=[CH:6][CH:7]=[CH:8][CH:9]=2)[N:4]2[C:11](=[O:15])[NH:12][CH2:13][CH2:14][C:3]=12.[H-].[Na+].Cl.Cl[CH2:20][CH2:21][C:22]1[N:23]=[CH:24][NH:25][C:26]=1[CH3:27]>CN(C)C=O.O>[CH3:1][C:2]1[C:10]2[C:5](=[CH:6][CH:7]=[CH:8][CH:9]=2)[N:4]2[C:11](=[O:15])[N:12]([CH:21]([C:22]3[N:23]=[CH:24][NH:25][C:26]=3[CH3:27])[CH3:20])[CH2:13][CH2:14][C:3]=12 |f:1.2,3.4|. Procedure details: To a solution of 3,4-dihydro-5-methylpyrimido[1,6-a]-indol-1(2H)-one (1.88 g) in N,N-dimethylformamide (30 ml) was added sodium hydride (60% in mineral oil 1.12 g) at 5° C. After being stirred at 5° C. for 30 minutes, 4-(2-chloroethyl)-5-methyl-1H-imidazole hydrochloride (2.17 g) in N,N-dimethylformamide (30 ml) was added dropwise over 20 minutes. The mixture was stirred at 5° C. for 30 minutes and at ambient temperature for 16 hours. The reaction mixture was diluted with chilled water and extra... The reagents and catalysts are [C-]#[O+].[C-]#[O+].[C-]#[O+].[C-]#[O+].[C-]#[O+].[C-]#[O+].[C-]#[O+].[C-]#[O+].[C-]#[O+].[C-]#[O+].[C-]#[O+].[C-]#[O+].[Ru].[Ru].[Ru] (Ru3 (CO)12). Isolated yield 69.7%. Procedure details: The procedure of Example 3 was repeated using 30.1 g of methyldimethoxysilane (1.15 equiv.), 0.0030 g of Ru3 (CO)12 (27 ppm of Ru), and 22.7 g of methallyl chloride (MAC). The MAC was added dropwise to the reactor containing the methyldimethoxysilane over 2 hours at 60° C., followed by heating the reaction mixture at 80° C. for 19 additional hours. Vacuum distillation at 5° C./22 mm provided 34.4 g (63% yield) of 3-chloro-2-methylpropylmethyldimethoxysilane. This example demonstrates that good y... The product is ClCC(C[Si](OC)(OC)C)C (3-chloro-2-methylpropylmethyldimethoxysilane). Reactants: C[SiH](OC)OC (methyldimethoxysilane), C[SiH](OC)OC (methyldimethoxysilane), C(C(C)=C)Cl (methallyl chloride), C(C(C)=C)Cl (MAC). Run at temperature 80 celsius. As a reaction SMILES: [CH3:1][SiH:2]([O:5][CH3:6])[O:3][CH3:4].[CH2:7]([Cl:11])[C:8](=[CH2:10])[CH3:9]>[C-]#[O+].[C-]#[O+].[C-]#[O+].[C-]#[O+].[C-]#[O+].[C-]#[O+].[C-]#[O+].[C-]#[O+].[C-]#[O+].[C-]#[O+].[C-]#[O+].[C-]#[O+].[Ru].[Ru].[Ru]>[Cl:11][CH2:7][CH:8]([CH3:9])[CH2:10][Si:2]([CH3:1])([O:5][CH3:6])[O:3][CH3:4] |f:2.3.4.5.6.7.8.9.10.11.12.13.14.15.16|. Starting materials: COP1Oc2ccccc2-c2ccccc21, COc1ccc(C(=O)Cl)c(OC)c1, CCl, Cc1ccccc1. Yields the product COc1ccc(C(=O)P2(=O)Oc3ccccc3-c3ccccc32)c(OC)c1. Reaction SMILES: [CH3:14][O:15][P:16]1[O:17][c:18]2[c:19]([cH:26][cH:27][cH:28][cH:29]2)-[c:20]2[c:21]1[cH:22][cH:23][cH:24][cH:25]2.[CH3:1][O:2][c:3]1[c:4]([C:5](=[O:6])[Cl:7])[cH:8][cH:9][c:10]([O:12][CH3:13])[cH:11]1.[CH3:30][Cl:31].[CH3:32][c:33]1[cH:34][cH:35][cH:36][cH:37][cH:38]1>>[CH3:1][O:2][c:3]1[c:4]([C:5](=[O:6])[P:16]2(=[O:15])[O:17][c:18]3[c:19]([cH:26][cH:27][cH:28][cH:29]3)-[c:20]3[c:21]2[cH:22][cH:23][cH:24][cH:25]3)[cH:8][cH:9][c:10]([O:12][CH3:13])[cH:11]1.